From a dataset of the Open Reaction Database (ORD), a public repository of structured organic reaction records. describe an organic reaction: reactants, conditions, products, and yield Reactants: ClCCl, CN(C)C(=O)Nc1ccc(Cl)c(Cl)c1, ClSCl, c1ccncc1. Product: CN(C)C(=O)N(SCl)c1ccc(Cl)c(Cl)c1. Reaction SMILES: [CH2:24]([Cl:25])[Cl:26].[Cl:4][c:5]1[cH:6][c:7]([NH:12][C:13](=[O:14])[N:15]([CH3:16])[CH3:17])[cH:8][cH:9][c:10]1[Cl:11].[S:1]([Cl:2])[Cl:3].[cH:18]1[cH:19][cH:20][n:21][cH:22][cH:23]1>>[S:1]([Cl:3])[N:12]([c:7]1[cH:6][c:5]([Cl:4])[c:10]([Cl:11])[cH:9][cH:8]1)[C:13](=[O:14])[N:15]([CH3:16])[CH3:17]. Starting materials: CNC(=O)c1ccccc1Nc1nc(Cl)ncc1Br, CCOCC, COc1cc2c(cc1N)N(C)C(=O)OCC2. Yields the product CNC(=O)c1ccccc1Nc1nc(Nc2cc3c(cc2OC)CCOC(=O)N3C)ncc1Br. RXN SMILES: [Br:1][c:2]1[c:3]([NH:9][c:10]2[c:11]([C:12](=[O:13])[NH:14][CH3:15])[cH:16][cH:17][cH:18][cH:19]2)[n:4][c:5]([Cl:8])[n:6][cH:7]1.[CH3:36][CH2:37][O:38][CH2:39][CH3:40].[NH2:20][c:21]1[cH:22][c:23]2[c:24]([cH:32][c:33]1[O:34][CH3:35])[CH2:25][CH2:26][O:27][C:28](=[O:31])[N:29]2[CH3:30]>>[Br:1][c:2]1[c:3]([NH:9][c:10]2[c:11]([C:12](=[O:13])[NH:14][CH3:15])[cH:16][cH:17][cH:18][cH:19]2)[n:4][c:5]([NH:20][c:21]2[cH:22][c:23]3[c:24]([cH:32][c:33]2[O:34][CH3:35])[CH2:25][CH2:26][O:27][C:28](=[O:31])[N:29]3[CH3:30])[n:6][cH:7]1.